Dataset: the Open Reaction Database (ORD), a public repository of structured organic reaction records. Task: describe an organic reaction: reactants, conditions, products, and yield Starting materials: ClC1=CC2=C(SCCN2)N=C1 (7-chloro-2,3-dihydro-1H-pyrido[2,3-b][1,4]thiazine), [H-].[Na+] (sodium hydride), ClC1=C(C(=NC2=CC=CC(=C12)F)C1=NC=CC=C1)C (4-chloro-5-fluoro-3-methyl-2-(pyridin-2-yl)quinoline), [H-].[Na+] (NaH). Run in CN(C)C=O (DMF), CN(C)C=O (DMF). Conditions: time 15 minute. Yields the product ClC1=CC2=C(SCCN2C2=C(C(=NC3=CC=CC(=C23)F)C2=NC=CC=C2)C)N=C1 (7-chloro-1-(5-fluoro-3-methyl-2-(pyridin-2-yl)quinolin-4-yl)-2,3-dihydro-1H-pyrido[2,3-b][1,4]thiazine). Reaction SMILES: [Cl:1][C:2]1[CH:11]=[N:10][C:5]2[S:6][CH2:7][CH2:8][NH:9][C:4]=2[CH:3]=1.[H-].[Na+].Cl[C:15]1[C:24]2[C:19](=[CH:20][CH:21]=[CH:22][C:23]=2[F:25])[N:18]=[C:17]([C:26]2[CH:31]=[CH:30][CH:29]=[CH:28][N:27]=2)[C:16]=1[CH3:32]>CN(C=O)C>[Cl:1][C:2]1[CH:11]=[N:10][C:5]2[S:6][CH2:7][CH2:8][N:9]([C:15]3[C:24]4[C:19](=[CH:20][CH:21]=[CH:22][C:23]=4[F:25])[N:18]=[C:17]([C:26]4[CH:31]=[CH:30][CH:29]=[CH:28][N:27]=4)[C:16]=3[CH3:32])[C:4]=2[CH:3]=1 |f:1.2|. Procedure details: To a stirred solution of 7-chloro-2,3-dihydro-1H-pyrido[2,3-b][1,4]thiazine (100 mg, 0.536 mmol) in DMF (2.0 mL) was added sodium hydride (28.0 mg, 0.643 mmol, 55% dispersion in oil) under a N2 atmosphere. The reaction was stirred at rt for 15 min. After this time 4-chloro-5-fluoro-3-methyl-2-(pyridin-2-yl)quinoline (146 mg, 0.536 mmol) in DMF (3.0 mL) was added and the reaction was heated at 60° C. for 1 h and at 100° C. overnight. After this time more NaH (28.0 mg, 0.643 mmol, 55% dispersion i...